This data is from the Open Reaction Database (ORD), a public repository of structured organic reaction records. The task is: describe an organic reaction: reactants, conditions, products, and yield Reactants: CN1N=C(C=C1C=1SC(=CN1)[N+](=O)[O-])C(F)(F)F (2-[1-methyl-3-(trifluoromethyl)pyrazol-5-yl]-5-nitro-1,3-thiazole). Reagents/catalysts: [Pd] (Pd/C). Solvent: CO (MeOH). Reaction conditions: time 4 hour. The product is NC1=CN=C(S1)C1=CC(=NN1C)C(F)(F)F (5-amino-2-[1-methyl-3-(trifluoromethyl)pyrazol-5-yl]-1,3-thiazole). Yield: 25.1%. RXN SMILES: [CH3:1][N:2]1[C:6]([C:7]2[S:8][C:9]([N+:12]([O-])=O)=[CH:10][N:11]=2)=[CH:5][C:4]([C:15]([F:18])([F:17])[F:16])=[N:3]1>CO.[Pd]>[NH2:12][C:9]1[S:8][C:7]([C:6]2[N:2]([CH3:1])[N:3]=[C:4]([C:15]([F:18])([F:17])[F:16])[CH:5]=2)=[N:11][CH:10]=1. Reported procedure: A mixture of 2-[1-methyl-3-(trifluoromethyl)pyrazol-5-yl]-5-nitro-1,3-thiazole (65, 350 mg, 0.13 mmol) and Pd/C in 4 ml MeOH was stirred under H2 balloon at r.t. for 4 h before filtered thru celite. The filtrate was concentrated to dryness to give 8.1 mg 5-amino-2-[1-methyl-3-(trifluoromethyl)pyrazol-5-yl]-1,3-thiazole (66) as brown thick oil which was used directly used for next step reaction.